Task: describe an organic reaction: reactants, conditions, products, and yield. Dataset: the Open Reaction Database (ORD), a public repository of structured organic reaction records Starting materials: C(CCCCCCC)(=O)Cl (octanoyl chloride), ClC=1C(=NC=C(C1)O)C1=CC=C(C=C1)OCCCCCCCC (3-chloro-5-hydroxy-2-(4-octyloxyphenyl)pyridine), ice water. Run in N1=CC=CC=C1 (pyridine). Run at temperature 0 celsius, time 3 hour. The product is C(CCCCCCC)(=O)OC=1C=C(C(=NC1)C1=CC=C(C=C1)OCCCCCCCC)Cl (3-chloro-2-(4-octyloxyphenyl)pyridin-5-yl octanoate). The yield is 62.0%. RXN SMILES: [C:1](Cl)(=[O:9])[CH2:2][CH2:3][CH2:4][CH2:5][CH2:6][CH2:7][CH3:8].[Cl:11][C:12]1[C:13]([C:19]2[CH:24]=[CH:23][C:22]([O:25][CH2:26][CH2:27][CH2:28][CH2:29][CH2:30][CH2:31][CH2:32][CH3:33])=[CH:21][CH:20]=2)=[N:14][CH:15]=[C:16]([OH:18])[CH:17]=1>N1C=CC=CC=1>[C:1]([O:18][C:16]1[CH:17]=[C:12]([Cl:11])[C:13]([C:19]2[CH:20]=[CH:21][C:22]([O:25][CH2:26][CH2:27][CH2:28][CH2:29][CH2:30][CH2:31][CH2:32][CH3:33])=[CH:23][CH:24]=2)=[N:14][CH:15]=1)(=[O:9])[CH2:2][CH2:3][CH2:4][CH2:5][CH2:6][CH2:7][CH3:8]. Procedure: 1.2 ml (7.1 mmol) of octanoyl chloride are added dropwise at 0° C. to 1.57 g (4.7 mmol) of 3-chloro-5-hydroxy-2-(4-octyloxyphenyl)pyridine in 20 ml of pyridine, and the mixture is stirred at 0° C. for 3 hours. The mixture is subsequently poured into ice water and filtered, and the residue is purified by chromatography (silica gel/ hexane:ethyl acetate 9:1) and by recrystallization from acetonitrile, giving 1.34 g of 3-chloro-2-(4-octyloxyphenyl)pyridin-5-yl octanoate. ##STR20## Reactants: O=C1c2ccccc2C(=O)N1CCBr, COP(OC)OC, CCOP(OCC)OCC. Yields the product COP(=O)(CN1C(=O)c2ccccc2C1=O)OC. Reaction SMILES: [Br:8][CH2:9][CH2:10][N:11]1[C:12](=[O:21])[c:13]2[c:14]([cH:17][cH:18][cH:19][cH:20]2)[C:15]1=[O:16].[P:1]([O:2][CH3:3])([O:4][CH3:5])[O:6][CH3:7].[P:22]([O:23][CH2:24][CH3:25])([O:26][CH2:27][CH3:28])[O:29][CH2:30][CH3:31]>>[P:1](=[O:2])([O:4][CH3:5])([O:6][CH3:7])[CH2:10][N:11]1[C:12](=[O:21])[c:13]2[c:14]([cH:17][cH:18][cH:19][cH:20]2)[C:15]1=[O:16]. Starting materials: C(C)C1=CC=C2N1N=C(C(=C2C2=CC=C(C#N)C=C2)C2=CC=C(C=C2)OC)C (4-[7-ethyl-3-(4-methoxyphenyl)-2-methylpyrrolo[1,2-b]pyridazin-4-yl]benzonitrile), [OH-].[Na+] (sodium hydroxide), OO (hydrogen peroxide). Solvent: CN(C=O)C (N,N-dimethylformamide). Conditions: time 1 hour. Product: C(C)C1=CC=C2N1N=C(C(=C2C2=CC=C(C(=O)N)C=C2)C2=CC=C(C=C2)OC)C (4-[7-ethyl-3-(4-methoxyphenyl)-2-methylpyrrolo[1,2-b]pyridazin-4-yl]benzamide). Isolated yield 78.0%. RXN SMILES: [CH2:1]([C:3]1[N:7]2[N:8]=[C:9]([CH3:28])[C:10]([C:20]3[CH:25]=[CH:24][C:23]([O:26][CH3:27])=[CH:22][CH:21]=3)=[C:11]([C:12]3[CH:19]=[CH:18][C:15]([C:16]#[N:17])=[CH:14][CH:13]=3)[C:6]2=[CH:5][CH:4]=1)[CH3:2].[OH-:29].[Na+].OO>CN(C)C=O>[CH2:1]([C:3]1[N:7]2[N:8]=[C:9]([CH3:28])[C:10]([C:20]3[CH:25]=[CH:24][C:23]([O:26][CH3:27])=[CH:22][CH:21]=3)=[C:11]([C:12]3[CH:19]=[CH:18][C:15]([C:16]([NH2:17])=[O:29])=[CH:14][CH:13]=3)[C:6]2=[CH:5][CH:4]=1)[CH3:2] |f:1.2|. Procedure details: To a solution of 4-[7-ethyl-3-(4-methoxyphenyl)-2-methylpyrrolo[1,2-b]pyridazin-4-yl]benzonitrile (22 mg) in N,N-dimethylformamide (1 mL) were added 1N sodium hydroxide (0.12 mL) and 30% hydrogen peroxide (0.07 mL) at ambient temperature. After 1 hour stirring, the reaction mixture was partitioned between ethyl acetate and water. The organic layer was washed with water three times and brine, dried over magnesium sulfate, and evaporated in vacuo. The residue was purified by flash silica gel colum... Starting materials: C(=O)(Cl)Cl (phosgene), C(C1=CC=CC=C1)OC(=O)N1CCNCC1 (piperazine-1-carboxylic acid benzyl ester), C(C)(C)N(C1=CC=CC=C1)C(C)C (diisopropylphenyl amine), C(C)(C)(C)OC(=O)NN (hydrazinecarboxylic acid tert-butyl ester), C(C)(C)N(CC)C(C)C (diisopropylethyl amine). The solvent is C(Cl)Cl (CH2Cl2). Reaction conditions: time 2 hour. Product: C(C1=CC=CC=C1)OC(=O)N1CCN(CC1)C(=O)N(N)C(=O)OC(C)(C)C (4-(N-tert-butoxycarbonyl-hydrazinocarbonyl)-piperazine-1-carboxylic acid benzyl ester). Reaction SMILES: [C:1](Cl)(Cl)=[O:2].[CH2:5]([O:12][C:13]([N:15]1[CH2:20][CH2:19][NH:18][CH2:17][CH2:16]1)=[O:14])[C:6]1[CH:11]=[CH:10][CH:9]=[CH:8][CH:7]=1.C(N(C(C)C)C1C=CC=CC=1)(C)C.[C:34]([O:38][C:39]([NH:41][NH2:42])=[O:40])([CH3:37])([CH3:36])[CH3:35].C(N(C(C)C)CC)(C)C>C(Cl)Cl>[CH2:5]([O:12][C:13]([N:15]1[CH2:20][CH2:19][N:18]([C:1]([N:41]([C:39]([O:38][C:34]([CH3:37])([CH3:36])[CH3:35])=[O:40])[NH2:42])=[O:2])[CH2:17][CH2:16]1)=[O:14])[C:6]1[CH:11]=[CH:10][CH:9]=[CH:8][CH:7]=1. Procedure details: To a phosgene solution (20% solution in toluene) at 0° C. was added piperazine-1-carboxylic acid benzyl ester (0.385 mL, 1.996 mmol) and diisopropylphenyl amine (0.383 mL, 4.397 mmol) in 5 mL of CH2Cl2 dropwise. The resulting pale yellow mixture was stirred 2 h warming to room temperature under Ar. The phosgene solution was removed by vacuum distillation. 20 mL of anhydrous CH2Cl2 was added. The reaction vessel was cooled to 0° C. and hydrazinecarboxylic acid tert-butyl ester and diisopropylethy... Starting materials: [BH3-]C#N, CC(=O)O, Cn1nnc2cc(C(F)(F)F)cc(COCC3(c4ccc(F)cc4)CCN(C(=O)OC(C)(C)C)CC3)c21, [Na+], O=C(O)C(F)(F)F. The product is CN1CCC(COCc2cc(C(F)(F)F)cc3nnn(C)c23)(c2ccc(F)cc2)CC1. As a reaction SMILES: [C:38]([BH3-:39])#[N:40].[CH3:42][C:43](=[O:44])[OH:45].[F:1][c:2]1[cH:3][cH:4][c:5]([C:8]2([CH2:21][O:22][CH2:23][c:24]3[cH:25][c:26]([C:34]([F:35])([F:36])[F:37])[cH:27][c:28]4[c:29]3[n:30]([CH3:33])[n:31][n:32]4)[CH2:9][CH2:10][N:11]([C:14]([O:15][C:16]([CH3:17])([CH3:18])[CH3:19])=[O:20])[CH2:12][CH2:13]2)[cH:6][cH:7]1.[Na+:41].[OH:46][C:47]([C:48]([F:49])([F:50])[F:51])=[O:52]>>[F:1][c:2]1[cH:3][cH:4][c:5]([C:8]2([CH2:21][O:22][CH2:23][c:24]3[cH:25][c:26]([C:34]([F:35])([F:36])[F:37])[cH:27][c:28]4[c:29]3[n:30]([CH3:33])[n:31][n:32]4)[CH2:9][CH2:10][N:11]([CH3:14])[CH2:12][CH2:13]2)[cH:6][cH:7]1. The reactants are O=C1N(C(C2=CC=CC=C12)=O)CCC=1C(=CC(=NC1)OC(C)C)C(=O)OC (methyl 5-[2-(1,3-dioxo-1,3-dihydro-2H-isoindol-2-yl)ethyl]-2-(propan-2-yloxy)pyridine-4-carboxylate), O.NN (hydrazine monohydrate). The solvent is CCO (EtOH). Product: CC(C)OC1=NC=C2CCNC(C2=C1)=O (7-(propan-2-yloxy)-3,4-dihydro-2,6-naphthyridin-1(2H)-one). Isolated yield 95.6%. Reaction SMILES: O=C1C2C(=CC=CC=2)C(=O)[N:3]1[CH2:12][CH2:13][C:14]1[C:15]([C:24]([O:26]C)=O)=[CH:16][C:17]([O:20][CH:21]([CH3:23])[CH3:22])=[N:18][CH:19]=1.O.NN>CCO>[CH3:22][CH:21]([O:20][C:17]1[CH:16]=[C:15]2[C:14]([CH2:13][CH2:12][NH:3][C:24]2=[O:26])=[CH:19][N:18]=1)[CH3:23] |f:1.2|. Procedure details: To methyl 5-[2-(1,3-dioxo-1,3-dihydro-2H-isoindol-2-yl)ethyl]-2-(propan-2-yloxy)pyridine-4-carboxylate (112c, 0.630 g, 1.71 mmol) in EtOH (50 mL) was added hydrazine monohydrate (0.850 mL, 17.1 mmol). The reaction mixture was refluxed for 5 hours. The reaction mixture was cooled to room temperature and the white solids collected by filtration and rinsed with EtOH. The mother liquor was concentrated and H2O (25 mL) was added, then the aqueous layer extracted with EtOAc (3×25 mL) The combined orga... The reactants are COc1ccc2c(c1)CC(NC(C)=O)CC2, O=S(=O)(O)Cl. The product is COc1cc2c(cc1S(=O)(=O)Cl)CCC(NC(C)=O)C2. Reaction SMILES: [CH3:6][O:7][c:8]1[cH:9][cH:10][c:11]2[c:16]([cH:17]1)[CH2:15][CH:14]([NH:18][C:19]([CH3:20])=[O:21])[CH2:13][CH2:12]2.[Cl:1][S:2](=[O:3])(=[O:4])[OH:5]>>[Cl:1][S:2](=[O:3])(=[O:5])[c:9]1[c:8]([O:7][CH3:6])[cH:17][c:16]2[c:11]([cH:10]1)[CH2:12][CH2:13][CH:14]([NH:18][C:19]([CH3:20])=[O:21])[CH2:15]2. Reactants: CC(C)(C)OC(=O)Nc1ccc(O)cc1, C1CCOC1, Cc1oc(-c2ccccc2)nc1CCO, CC(C)OC(=O)N=NC(=O)OC(C)C, c1ccc(P(c2ccccc2)c2ccccc2)cc1. Yields the product Cc1oc(-c2ccccc2)nc1CCOc1ccc(NC(=O)OC(C)(C)C)cc1. Reaction SMILES: [C:1]([CH3:2])([CH3:3])([CH3:4])[O:5][C:6]([NH:7][c:8]1[cH:9][cH:10][c:11]([OH:14])[cH:12][cH:13]1)=[O:15].[CH2:64]1[O:65][CH2:66][CH2:67][CH2:68]1.[CH3:16][c:17]1[c:18]([CH2:28][CH2:29][OH:30])[n:19][c:20](-[c:22]2[cH:23][cH:24][cH:25][cH:26][cH:27]2)[o:21]1.[O:50]=[C:51]([O:52][CH:53]([CH3:54])[CH3:55])[N:56]=[N:57][C:58]([O:59][CH:60]([CH3:61])[CH3:62])=[O:63].[c:31]1([P:32]([c:33]2[cH:34][cH:35][cH:36][cH:37][cH:38]2)[c:39]2[cH:40][cH:41][cH:42][cH:43][cH:44]2)[cH:45][cH:46][cH:47][cH:48][cH:49]1>>[C:1]([CH3:2])([CH3:3])([CH3:4])[O:5][C:6]([NH:7][c:8]1[cH:9][cH:10][c:11]([O:14][CH2:29][CH2:28][c:18]2[c:17]([CH3:16])[o:21][c:20](-[c:22]3[cH:23][cH:24][cH:25][cH:26][cH:27]3)[n:19]2)[cH:12][cH:13]1)=[O:15]. Reactants: COC(=O)C(C)NC1=C(C(=CC=C1C)COC(C)=O)C (N-(1'-methoxycarbonyl-ethyl)-2,6-dimethyl-3-acetoxymethylaniline), C([O-])([O-])=O.[Na+].[Na+] (sodium carbonate), COCC(=O)Cl (methoxyacetic acid chloride). Run in C1(=CC=CC=C1)C (toluene), C1(=CC=CC=C1)C (toluene). Run at time 7 hour. The product is COC(=O)C(C)N(C1=C(C(=CC=C1C)COC(C)=O)C)C(COC)=O (N-(1'-Methoxycarbonyl-ethyl)-N-methoxyacetyl-2,6-dimethyl-3-acetoxymethylaniline). RXN SMILES: [CH3:1][O:2][C:3]([CH:5]([NH:7][C:8]1[C:13]([CH3:14])=[CH:12][CH:11]=[C:10]([CH2:15][O:16][C:17](=[O:19])[CH3:18])[C:9]=1[CH3:20])[CH3:6])=[O:4].C(=O)([O-])[O-].[Na+].[Na+].[CH3:27][O:28][CH2:29][C:30](Cl)=[O:31]>C1(C)C=CC=CC=1>[CH3:1][O:2][C:3]([CH:5]([N:7]([C:30](=[O:31])[CH2:29][O:28][CH3:27])[C:8]1[C:13]([CH3:14])=[CH:12][CH:11]=[C:10]([CH2:15][O:16][C:17](=[O:19])[CH3:18])[C:9]=1[CH3:20])[CH3:6])=[O:4] |f:1.2.3|. Reported procedure: 35.0 g of N-(1'-methoxycarbonyl-ethyl)-2,6-dimethyl-3-acetoxymethylaniline and 13.3 g of sodium carbonate were placed into 250 ml of toluene, and 20.0 g of methoxyacetic acid chloride, dissolved in 50 ml of toluene, were slowly added. After the exothermic reaction had subsided, the temperature was held at 45° C. for 7 hours by means of a water-bath. The cooled reaction mixture was filtered, and the filtrate was concentrated in a rotary evaporator. The oily residue was distilled: b.p. 167°-171° C... The reactants are N[C@H]1CN(CCC1)C1=CC(=NC=2N1N=CC2)NC(C2=CC=C(C=C2)C(C)(C)O)=O ((R)—N-(7-(3-aminopiperidin-1-yl)pyrazolo[1,5-a]pyrimidin-5-yl)-4-(2-hydroxypropan-2-yl)benzamide), N[C@H]1CN(CCC1)C1=CC(=NC=2N1N=CC2)NC(C2=CC=C(C=C2)C(C)(C)O)=O ((R)—N-(7-(3-aminopiperidin-1-yl)pyrazolo[1,5-a]pyrimidin-5-yl)-4-(2-hydroxypropan-2-yl)benzamide), FC(C(=O)[O-])(F)F (trifluoroacetate), C(C)(=O)Cl (acetyl chloride), C(C)(=O)Cl (acetyl chloride), O (Water). The solvent is N1=CC=CC=C1 (pyridine). Reaction conditions: time 2 hour. Yields the product C(C)(=O)N[C@H]1CN(CCC1)C1=CC(=NC=2N1N=CC2)NC(C2=CC=C(C=C2)C(C)(C)O)=O ((R)—N-(7-(3-acetamidopiperidin-1-yl)pyrazolo[1,5-a]pyrimidin-5-yl)-4-(2-hydroxypropan-2-yl)benzamide). Isolated yield 34.0%. Reaction SMILES: [NH2:1][C@@H:2]1[CH2:7][CH2:6][CH2:5][N:4]([C:8]2[N:13]3[N:14]=[CH:15][CH:16]=[C:12]3[N:11]=[C:10]([NH:17][C:18](=[O:29])[C:19]3[CH:24]=[CH:23][C:22]([C:25]([OH:28])([CH3:27])[CH3:26])=[CH:21][CH:20]=3)[CH:9]=2)[CH2:3]1.F[C:31](F)(F)[C:32]([O-])=[O:33].C(Cl)(=O)C.O>N1C=CC=CC=1>[C:32]([NH:1][C@@H:2]1[CH2:7][CH2:6][CH2:5][N:4]([C:8]2[N:13]3[N:14]=[CH:15][CH:16]=[C:12]3[N:11]=[C:10]([NH:17][C:18](=[O:29])[C:19]3[CH:24]=[CH:23][C:22]([C:25]([OH:28])([CH3:26])[CH3:27])=[CH:21][CH:20]=3)[CH:9]=2)[CH2:3]1)(=[O:33])[CH3:31]. Procedure details: As crude product mixture of (R)—N-(7-(3-aminopiperidin-1-yl)pyrazolo[1,5-a]pyrimidin-5-yl)-4-(2-hydroxypropan-2-yl)benzamide (Compound 309 in Example 323) and trifluoroacetate salt (65 mg, 0.165 mmol) was dissolved in pyridine (2 ml). At 0° C. acetyl chloride (0.025 ml, 0.353 mmol) was added and the mixture was stirred for 2 hours at room temperature. Afterwards an additional amount of acetyl chloride (0.009 ml) was added to drive the reaction to completion. Water (2 ml) was then added to quench...